Task: describe an organic reaction: reactants, conditions, products, and yield. Dataset: the Open Reaction Database (ORD), a public repository of structured organic reaction records Reactants: COC1=CC=C(C=C1)C1CCC(NC2=C(C1=O)C=CC=C2)=O (4,5-Dihydro-5-(4-methoxyphenyl)-1-benzazocine-2,6(1H,3H)-dione), [H-].[Na+] (sodium hydride), oil, CN(C)CCCl (N,N-dimethylaminoethyl chloride), CN(C)CCCl (N,N-dimethylaminoethyl chloride). The solvent is C1(=CC=CC=C1)C (toluene). Run at time 8 hour. The product is CN(CCN1C(CCC(C(C2=C1C=CC=C2)=O)C2=CC=C(C=C2)OC)=O)C (1-[2-(Dimethylamino)Ethyl]-4,5-Dihydro-5-(4-Methoxyphenyl)-1-Benzazocine-2,6(1H,3H)-Dione). As a reaction SMILES: [CH3:1][O:2][C:3]1[CH:8]=[CH:7][C:6]([CH:9]2[C:16](=[O:17])[C:15]3[CH:18]=[CH:19][CH:20]=[CH:21][C:14]=3[NH:13][C:12](=[O:22])[CH2:11][CH2:10]2)=[CH:5][CH:4]=1.[H-].[Na+].[CH3:25][N:26]([CH2:28][CH2:29]Cl)[CH3:27]>C1(C)C=CC=CC=1>[CH3:25][N:26]([CH3:27])[CH2:28][CH2:29][N:13]1[C:14]2[CH:21]=[CH:20][CH:19]=[CH:18][C:15]=2[C:16](=[O:17])[CH:9]([C:6]2[CH:5]=[CH:4][C:3]([O:2][CH3:1])=[CH:8][CH:7]=2)[CH2:10][CH2:11][C:12]1=[O:22] |f:1.2|. Procedure: To azeotropically dried 4,5-Dihydro-5-(4-methoxyphenyl)-1-benzazocine-2,6(1H,3H)-dione (1.80 g) in toluene (40 ml) was added 60% sodium hydride in mineral oil (0.27 g) and the mixture stirred under nitrogen at room temperature overnight. The slurry was stirred and heated to 70° for 15 minutes, and the freshly prepared N,N-dimethylaminoethyl chloride (1.25 g) was slowly added. After a half an hour at 70°, a further 1.25 g of N,N-dimethylaminoethyl chloride was added. The temperature was then rais... The reactants are CC=1NC2=CC=C(C=C2C1)[N+](=O)[O-] (2-methyl-5-nitroindole), [H][H] (hydrogen). Reagents/catalysts: [Pd] (palladium on charcoal). Solvent: C1CCOC1 (THF), C(C)O (ethanol). The product is NC=1C=C2C=C(NC2=CC1)C (5-amino-2-methylindole). Isolated yield 99.6%. As a reaction SMILES: [CH3:1][C:2]1[NH:3][C:4]2[C:9]([CH:10]=1)=[CH:8][C:7]([N+:11]([O-])=O)=[CH:6][CH:5]=2.[H][H]>C(O)C.C1COCC1.[Pd]>[NH2:11][C:7]1[CH:8]=[C:9]2[C:4](=[CH:5][CH:6]=1)[NH:3][C:2]([CH3:1])=[CH:10]2. Reported procedure: A solution of 2-methyl-5-nitroindole (1 g, 5.7 mmol) in ethanol (25 ml) and THF (25 ml) containg 10% palladium on charcoal (128 mg) was hydrogenated until uptake of hydrogen ceased. The mixture was filtered and the filtrate was evaporated to give 5-amino-2-methylindole (830 mg, quant.).